Dataset: the Open Reaction Database (ORD), a public repository of structured organic reaction records. Task: describe an organic reaction: reactants, conditions, products, and yield Reactants: IC=1C=C(C=C(C(=O)OC)C1)C(=O)OC (dimethyl 5-iodoisophthalate), C(#N)C1=CC=C(C=C1)B(O)O (4-cyanophenylboronic acid), C(=O)([O-])[O-].[Na+].[Na+] (Na2CO3). Reagents/catalysts: [Pd] (Pd/C). The solvent is CO (MeOH). Conditions: time 1 hour. Yields the product C(#N)C1=CC=C(C=C1)C1=CC(=CC(=C1)C(=O)OC)C(=O)OC (Dimethyl 4′-cyanobiphenyl-3,5-dicarboxylate). The yield is 85.0%. As a reaction SMILES: I[C:2]1[CH:3]=[C:4]([C:12]([O:14][CH3:15])=[O:13])[CH:5]=[C:6]([CH:11]=1)[C:7]([O:9][CH3:10])=[O:8].[C:16]([C:18]1[CH:23]=[CH:22][C:21](B(O)O)=[CH:20][CH:19]=1)#[N:17].C([O-])([O-])=O.[Na+].[Na+]>CO.[Pd]>[C:16]([C:18]1[CH:23]=[CH:22][C:21]([C:2]2[CH:3]=[C:4]([C:12]([O:14][CH3:15])=[O:13])[CH:5]=[C:6]([C:7]([O:9][CH3:10])=[O:8])[CH:11]=2)=[CH:20][CH:19]=1)#[N:17] |f:2.3.4|. Procedure details: A solution of dimethyl 5-iodoisophthalate (6 g, 18.75 mmol, 1 eq.), 4-cyanophenylboronic acid (2.95 g, 19.68 mmol, 1.05 eq.) and Na2CO3 (7.95 g, 74.98 mmol, 4 eq.) in 400 mL of MeOH was degassed by 4 thaw-freeze-pump cycles. Then 1.3 g of 5% Pd/C was added and nitrogen gas was bubbled through the solution for 10 min. The reaction under stirring was carried out at 80° C. for 1 h. Then, the mixture was filtered and washed with EtOH and CH2Cl2. All organic solvents were removed under vacuum and aqu...